This data is from the Open Reaction Database (ORD), a public repository of structured organic reaction records. The task is: describe an organic reaction: reactants, conditions, products, and yield Starting materials: C(=O)(OC(C)(C)C)N1[C@H](CN(CC1)C1=NC(=CN=C1)C=1C=C2C(=NN(C2=CC1)COC(C)[Si](C)(C)C)C)CC1=CC=CC=C1 (2-[(S)-4-Boc-3-benzylpiperazinyl]-6-[3-methyl-1-(trimethylsilyl)ethoxymethyl-1H-indazol-5-yl]pyrazine). Run in FC(C(=O)O)(F)F (trifloroacetic acid). Run at time 16 hour. Yields the product C(C1=CC=CC=C1)[C@H]1CN(CCN1)C1=NC(=CN=C1)C=1C=C2C(=NNC2=CC1)C (2-[(S)-3-benzylpiperazinyl]-6-[3-methyl-1H-indazol-5-yl]pyrazine). Yield: 100.0%. RXN SMILES: C([N:8]1[CH2:13][CH2:12][N:11]([C:14]2[CH:19]=[N:18][CH:17]=[C:16]([C:20]3[CH:21]=[C:22]4[C:26](=[CH:27][CH:28]=3)[N:25](COC([Si](C)(C)C)C)[N:24]=[C:23]4[CH3:37])[N:15]=2)[CH2:10][C@@H:9]1[CH2:38][C:39]1[CH:44]=[CH:43][CH:42]=[CH:41][CH:40]=1)(OC(C)(C)C)=O>FC(F)(F)C(O)=O>[CH2:38]([C@@H:9]1[NH:8][CH2:13][CH2:12][N:11]([C:14]2[CH:19]=[N:18][CH:17]=[C:16]([C:20]3[CH:21]=[C:22]4[C:26](=[CH:27][CH:28]=3)[NH:25][N:24]=[C:23]4[CH3:37])[N:15]=2)[CH2:10]1)[C:39]1[CH:40]=[CH:41][CH:42]=[CH:43][CH:44]=1. Procedure: 2-[(S)-4-Boc-3-benzylpiperazinyl]-6-[3-methyl-1-(trimethylsilyl)ethoxymethyl-1H-indazol-5-yl]pyrazine 118 (0.115 g, 0.187 mmol) was dissolved in a 90% aqueous trifloroacetic acid solution (10 mL). The reaction mixture was stirred at room temperature for 16 hours. The solvent was evaporated under reduced pressure. The crude product was purified by RP-HPLC to yield the desired 2-[(S)-3-benzylpiperazinyl]-6-[3-methyl-1H-indazol-5-yl]pyrazine 119 (0.072 g, 0.187 mmol). RXN SMILES: [Br:18][N:19]1[C:20](=[O:21])[CH2:22][CH2:23][C:24]1=[O:25].[C:26]([O:27][O:28][C:29](=[O:30])[c:31]1[cH:32][cH:33][cH:34][cH:35][cH:36]1)(=[O:37])[c:38]1[cH:39][cH:40][cH:41][cH:42][cH:43]1.[C:44]([Cl:45])([Cl:46])([Cl:47])[Cl:48].[CH2:1]([CH3:2])[O:3][C:4]([CH:5]=[C:6]([CH3:7])[O:8][c:9]1[c:10]([Cl:16])[cH:11][c:12]([Cl:15])[cH:13][cH:14]1)=[O:17]>>[CH2:1]([CH3:2])[O:3][C:4]([CH:5]=[C:6]([CH2:7][Br:18])[O:8][c:9]1[c:10]([Cl:16])[cH:11][c:12]([Cl:15])[cH:13][cH:14]1)=[O:17]. Product: CCOC(=O)C=C(CBr)Oc1ccc(Cl)cc1Cl. The reactants are O=C1CCC(=O)N1Br, O=C(OOC(=O)c1ccccc1)c1ccccc1, ClC(Cl)(Cl)Cl, CCOC(=O)C=C(C)Oc1ccc(Cl)cc1Cl. Reactants: C[Mg]Br (Methyl magnesium bromide), solution, O1C=CC(C2=CC=CC=C12)=S (thiochromone), CCOCC (ether), F[B-](F)(F)F.[H+] (tetrafluoroboric acid), aqueous solution. Solvent: C1CCOC1 (THF), ice water. Conditions: temperature 10 celsius, time 6 hour. Yields the product desired salt, COC1=CC=C(C=C1)S (4-methoxybenzene thiol). Yield: 55.0%. Reaction SMILES: C[Mg]Br.O1C2[C:8](=CC=CC=2)[C:7](=[S:14])[CH:6]=[CH:5]1.F[B-](F)(F)F.[H+].C[CH2:22][O:23][CH2:24][CH3:25]>C1COCC1>[CH3:22][O:23][C:24]1[CH:25]=[CH:8][C:7]([SH:14])=[CH:6][CH:5]=1 |f:2.3|. Procedure details: Methyl magnesium bromide (50 mL of a 3M solution in ether, 0.15 mmol) was added to a solution of the crude thiochromone (20 g, prepared in Part C above) in THF (100 mL) with cooling to 10° C. The reaction mixture was then allowed to warm to room temperature and stirred for 6 hours. The mixture was then added, with vigorous stirring, to tetrafluoroboric acid (125 mL of a 50% aqueous solution) which had been diluted with ice/water (600 mL). A yellow precipitate formed, which was collected by vacuu... The reactants are O=C([O-])[O-], Cc1nn(-c2ccccc2)c(=O)[nH]1, COCCOCCOCCOCCOC, FC(F)Cl, [K+], [K+], [Na+], [OH-], O. RXN SMILES: [C:16](=[O:17])([O-:18])[O-:19].[CH3:1][c:2]1[n:3][n:4](-[c:8]2[cH:9][cH:10][cH:11][cH:12][cH:13]2)[c:5](=[O:7])[nH:6]1.[CH3:27][O:28][CH2:29][CH2:30][O:31][CH2:32][CH2:33][O:34][CH2:35][CH2:36][O:37][CH2:38][CH2:39][O:40][CH3:41].[Cl:22][CH:23]([F:24])[F:25].[K+:20].[K+:21].[Na+:15].[OH-:14].[OH2:26]>>[CH3:1][c:2]1[n:3][n:4](-[c:8]2[cH:9][cH:10][cH:11][cH:12][cH:13]2)[c:5](=[O:7])[n:6]1[CH:23]([F:24])[F:25]. Product: Cc1nn(-c2ccccc2)c(=O)n1C(F)F. The product is O=C(NCCNc1nsc2ccccc12)c1cc(N2CCOCC2)ccn1. RXN SMILES: [CH2:23]1[CH2:24][O:25][CH2:26][CH2:27][NH:28]1.[Cl:29][CH2:30][Cl:31].[s:1]1[n:2][c:3]([NH:10][CH2:11][CH2:12][NH:13][C:14]([c:15]2[cH:16][c:17]([Cl:21])[cH:18][cH:19][n:20]2)=[O:22])[c:4]2[c:5]1[cH:6][cH:7][cH:8][cH:9]2>>[s:1]1[n:2][c:3]([NH:10][CH2:11][CH2:12][NH:13][C:14]([c:15]2[cH:16][c:17]([N:28]3[CH2:23][CH2:24][O:25][CH2:26][CH2:27]3)[cH:18][cH:19][n:20]2)=[O:22])[c:4]2[c:5]1[cH:6][cH:7][cH:8][cH:9]2. Reactants: C1COCCN1, ClCCl, O=C(NCCNc1nsc2ccccc12)c1cc(Cl)ccn1. Starting materials: S(O)(=O)(=O)N (amidosulfuric acid), S(O)(O)(=O)=O (sulfuric acid), C(C)(=O)OC(C)=O (acetic anhydride), [OH-].[Na+] (sodium hydroxide), S(O)(O)(=O)=O (sulfuric acid), NC=1C=NC(=CC1)C1=C(C(=O)OC)C=CC=C1 (methyl 3-aminopyridine-6-ylbenzoate), [Br-].[Na+] (sodium bromide), N(=O)[O-].[Na+] (sodium nitrite). Solvent: O (water), O (water), O (water). Conditions: time 15 minute. Yields the product C(C)(=O)OC=1C=CC(=NC1)C1=C(C(=O)OC)C=CC=C1 (methyl 5-acetoxypyridine-2-ylbenzoate). Reaction SMILES: S(=O)(=O)(O)O.N[C:7]1[CH:8]=[N:9][C:10]([C:13]2[CH:22]=[CH:21][CH:20]=[CH:19][C:14]=2[C:15]([O:17][CH3:18])=[O:16])=[CH:11][CH:12]=1.[Br-].[Na+].N([O-])=O.[Na+].S(N)(=O)(=O)O.[OH-].[Na+].[C:36]([O:39]C(=O)C)(=[O:38])[CH3:37]>O>[C:36]([O:39][C:7]1[CH:12]=[CH:11][C:10]([C:13]2[CH:22]=[CH:21][CH:20]=[CH:19][C:14]=2[C:15]([O:17][CH3:18])=[O:16])=[N:9][CH:8]=1)(=[O:38])[CH3:37] |f:2.3,4.5,7.8|. Procedure: Concentrated sulfuric acid (0.14 ml) were added to a suspension of methyl 3-aminopyridine-6-ylbenzoate (425 mg) and sodium bromide (383 mg) in water at 0° C. (10 ml) and then a solution of sodium nitrite (295 mg) in water (1.5 ml) was added dropwise to the mixture at 80° C. The mixture was stirred at the same temperature for 15 minutes. At the end of this time a solution of amidosulfuric acid and concentrated sulfuric acid (0.21 ml) in water (1.60 ml) was added to the reaction mixture and this m... Reactants: SC=1SC2=C(C1)C=CC=C2 (2-mercaptobenzothiophene), C(C1=CC=CC=C1)N1CCNCC1 (N-benzylpiperazine). The solvent is C1(=CC=CC=C1)C (toluene). The product is C(C1=CC=CC=C1)N1CCN(CC1)C=1SC2=C(C1)C=CC=C2 (1-Benzyl-4-(benzothiophen-2-yl)piperazine). Yield: 46.5%. RXN SMILES: S[C:2]1[S:3][C:4]2[CH:10]=[CH:9][CH:8]=[CH:7][C:5]=2[CH:6]=1.[CH2:11]([N:18]1[CH2:23][CH2:22][NH:21][CH2:20][CH2:19]1)[C:12]1[CH:17]=[CH:16][CH:15]=[CH:14][CH:13]=1>C1(C)C=CC=CC=1>[CH2:11]([N:18]1[CH2:23][CH2:22][N:21]([C:2]2[S:3][C:4]3[CH:10]=[CH:9][CH:8]=[CH:7][C:5]=3[CH:6]=2)[CH2:20][CH2:19]1)[C:12]1[CH:13]=[CH:14][CH:15]=[CH:16][CH:17]=1. Procedure details: To a solution of 2-mercaptobenzothiophene (1.8 g, 10.8 mmol) in toluene under nitrogen was added N-benzylpiperazine (1.88 ml, 10.8 mmol) and the mixture heated at reflux for 1.5 h. Left to cool, concentrated in vacuo and product recrystallised from diethyl etherhexane to yield the title compound (1.55 g), m.p. 160°-161° C.